From a dataset of the Open Reaction Database (ORD), a public repository of structured organic reaction records. describe an organic reaction: reactants, conditions, products, and yield The reactants are O=C(O)Cc1cccc([N+](=O)[O-])c1, O=S(Cl)Cl. The product is O=C(Cl)Cc1cccc([N+](=O)[O-])c1. Reaction SMILES: [N+:1](=[O:2])([O-:3])[c:4]1[cH:5][c:6]([CH2:10][C:11](=[O:12])[OH:13])[cH:7][cH:8][cH:9]1.[S:14]([Cl:15])([Cl:16])=[O:17]>>[N+:1](=[O:2])([O-:3])[c:4]1[cH:5][c:6]([CH2:10][C:11](=[O:13])[Cl:16])[cH:7][cH:8][cH:9]1. Reactants: C1OC2=C(O1)C=C(C=C2)O (sesamol), C(C)(=O)OCC(C)Br (2-bromopropyl acetate). As a reaction SMILES: [CH2:1]1[O:5][C:4]2[CH:6]=[C:7]([OH:10])[CH:8]=[CH:9][C:3]=2[O:2]1.[C:11]([O:14][CH2:15][CH:16](Br)[CH3:17])(=[O:13])[CH3:12]>>[C:11]([O:14][CH2:15][CH2:16][CH2:17][O:10][C:7]1[CH:8]=[CH:9][C:3]2[O:2][CH2:1][O:5][C:4]=2[CH:6]=1)(=[O:13])[CH3:12]. Procedure: 3-(Benzo[d][1,3]dioxol-5-yloxy)propyl acetate (43A) was prepared following a similar procedure as that described in example 39, except sesamol was used instead of 3-(dimethylamino)phenol and 2-bromopropyl acetate was used instead of 2-bromoethyl acetate in step 1 of example 39. Yields the product C(C)(=O)OCCCOC1=CC2=C(OCO2)C=C1 (3-(benzo[d][1,3]dioxol-5-yloxy)propyl acetate). Starting materials: CCOP(=O)(CC#N)OCC, Cc1oc(-c2ccccc2)nc1COc1ccc(C=CC=O)cc1, [H-], [Na+], C1CCOC1, O. Product: Cc1oc(-c2ccccc2)nc1COc1ccc(C=CC=CC#N)cc1. As a reaction SMILES: [C:3](#[N:4])[CH2:5][P:6](=[O:7])([O:8][CH2:9][CH3:10])[O:11][CH2:12][CH3:13].[CH3:14][c:15]1[c:16]([CH2:26][O:27][c:28]2[cH:29][cH:30][c:31]([CH:32]=[CH:33][CH:34]=[O:35])[cH:36][cH:37]2)[n:17][c:18](-[c:20]2[cH:21][cH:22][cH:23][cH:24][cH:25]2)[o:19]1.[H-:1].[Na+:2].[O:39]1[CH2:40][CH2:41][CH2:42][CH2:43]1.[OH2:38]>>[C:3](#[N:4])[CH:5]=[CH:34][CH:33]=[CH:32][c:31]1[cH:30][cH:29][c:28]([O:27][CH2:26][c:16]2[c:15]([CH3:14])[o:19][c:18](-[c:20]3[cH:21][cH:22][cH:23][cH:24][cH:25]3)[n:17]2)[cH:37][cH:36]1. Starting materials: CC(C(=O)OCC)=CC1=C(CCC1C(C)C)C (ethyl 2-methyl-3-(2-methyl-5-isopropyl-cyclopent-1-en-1-yl)-prop-2-enoate), [H-].[H-].[H-].[H-].[Li+].[Al+3] (LiAlH4), O (water). Solvent: CCOCC (ether), CCOCC (ether). Yields the product CC(CO)=CC1=C(CCC1C(C)C)C (2-Methyl-3-(2-methyl-5-isopropyl-cyclopent-1-en-1-yl)-prop-2-enol). Yield: 95.5%. As a reaction SMILES: [CH3:1][C:2](=[CH:8][C:9]1[CH:13]([CH:14]([CH3:16])[CH3:15])[CH2:12][CH2:11][C:10]=1[CH3:17])[C:3](OCC)=[O:4].[H-].[H-].[H-].[H-].[Li+].[Al+3].O>CCOCC>[CH3:1][C:2](=[CH:8][C:9]1[CH:13]([CH:14]([CH3:15])[CH3:16])[CH2:12][CH2:11][C:10]=1[CH3:17])[CH2:3][OH:4] |f:1.2.3.4.5.6|. Reported procedure: 40 g of ethyl 2-methyl-3-(2-methyl-5-isopropyl-cyclopent-1-en-1-yl)-prop-2-enoate in 100 ml cooled ether were added under stirring to a suspension of 4 g of LiAlH4 in 50 ml ether. After addition of water to the thus obtained suspension, the separated organic phase was dried and evaporated to dryness. There was thus obtained 31.4 g (yield 95%) of the desired alcohol; bp. 75°-80°/0.01 Torr. Starting materials: C(#N)C1=C(N(C(N([C@@H]1C1=C(C=C(C=C1)C#N)S(=O)(=O)C)C(=O)OC1=CC=C(C=C1)[N+](=O)[O-])=O)C1=CC(=CC=C1)C(F)(F)F)C (4-nitrophenyl (6S)-5-cyano-6-[4-cyano-2-(methylsulfonyl)phenyl]-4-methyl-2-oxo-3-[3-(trifluoromethyl)phenyl]-3,6-dihydropyrimidine-1(2H)-carboxylate), NN1CCOCC1 (N-aminomorpholine). Solvent: C(C)#N (acetonitrile). Product: C(#N)C1=C(N(C(N([C@@H]1C1=C(C=C(C=C1)C#N)S(=O)(=O)C)C(=O)NN1CCOCC1)=O)C1=CC(=CC=C1)C(F)(F)F)C ((6S)-5-Cyano-6-[4-cyano-2-(methylsulfonyl)phenyl]-4-methyl-N-morpholin-4-yl-2-oxo-3-[3-(trifluoromethyl)phenyl]-3,6-dihydropyrimidine-1(2H)-carboxamide). As a reaction SMILES: [C:1]([C:3]1[C@@H:8]([C:9]2[CH:14]=[CH:13][C:12]([C:15]#[N:16])=[CH:11][C:10]=2[S:17]([CH3:20])(=[O:19])=[O:18])[N:7]([C:21](OC2C=CC([N+]([O-])=O)=CC=2)=[O:22])[C:6](=[O:33])[N:5]([C:34]2[CH:39]=[CH:38][CH:37]=[C:36]([C:40]([F:43])([F:42])[F:41])[CH:35]=2)[C:4]=1[CH3:44])#[N:2].[NH2:45][N:46]1[CH2:51][CH2:50][O:49][CH2:48][CH2:47]1>C(#N)C>[C:1]([C:3]1[C@@H:8]([C:9]2[CH:14]=[CH:13][C:12]([C:15]#[N:16])=[CH:11][C:10]=2[S:17]([CH3:20])(=[O:18])=[O:19])[N:7]([C:21]([NH:45][N:46]2[CH2:51][CH2:50][O:49][CH2:48][CH2:47]2)=[O:22])[C:6](=[O:33])[N:5]([C:34]2[CH:39]=[CH:38][CH:37]=[C:36]([C:40]([F:42])([F:43])[F:41])[CH:35]=2)[C:4]=1[CH3:44])#[N:2]. Reported procedure: According to the General Procedure 1, 4-nitrophenyl (6S)-5-cyano-6-[4-cyano-2-(methylsulfonyl)phenyl]-4-methyl-2-oxo-3-[3-(trifluoromethyl)phenyl]-3,6-dihydropyrimidine-1(2H)-carboxylate (78.0 mg, 0.125 mmol; Example 6A) was reacted with N-aminomorpholine (38.2 mg, 0.374 mmol) in acetonitrile (1 ml) to give the target compound (46 mg, 61% of theory). The reactants are COC=1C=C(C=CC1)S(=O)(=O)Cl (3-methoxybenzenesulphonyl chloride), solution, [Li+].CCC[CH2-] (N-butyllithium), N1C(CCC1)=O (2-pyrrolidinone). Run in O1CCCC1 (tetrahydrofuran), CCCCCC (hexane), O1CCCC1 (tetrahydrofuran). Run at temperature -25 celsius, time 30 minute. Yields the product COC=1C=C(C=CC1)S(=O)(=O)N1C(CCC1)=O (1-(3-methoxybenzenesulphonyl)-2-pyrrolidinone). The yield is 52.6%. RXN SMILES: [Li+].CCC[CH2-].[NH:6]1[CH2:10][CH2:9][CH2:8][C:7]1=[O:11].[CH3:12][O:13][C:14]1[CH:15]=[C:16]([S:20](Cl)(=[O:22])=[O:21])[CH:17]=[CH:18][CH:19]=1>CCCCCC.O1CCCC1>[CH3:12][O:13][C:14]1[CH:15]=[C:16]([S:20]([N:6]2[CH2:10][CH2:9][CH2:8][C:7]2=[O:11])(=[O:22])=[O:21])[CH:17]=[CH:18][CH:19]=1 |f:0.1|. Reported procedure: 15.75 cm3 of a 1.6M solution of N-butyllithium in hexane is added to 2.22 g of 2-pyrrolidinone in solution in 80 cm3 of tetrahydrofuran and cooled to -25° C., the temperature being maintained between -25° C. and -20° C. After agitation for 30 minutes at -25° C., a solution of 5.40 g of 3-methoxybenzenesulphonyl chloride [J. Chem. Soc. P.T.2., 579 (1982)] in 40 cm3 of tetrahydrofuran is poured drop by drop into the mixture, operating between -25° C. and -20° C. After agitation for 30 minutes at -... The reactants are CC(C)(C)OC(=O)C1CCc2ncc(NC(=O)OCc3ccccc3)c(=O)n21, ClCCl, O=C(O)C(F)(F)F, O. The product is O=C(Nc1cnc2n(c1=O)C(C(=O)O)CC2)OCc1ccccc1. Reaction SMILES: [CH2:1]([c:2]1[cH:3][cH:4][cH:5][cH:6][cH:7]1)[O:8][C:9](=[O:10])[NH:11][c:12]1[cH:13][n:14][c:15]2[n:16]([c:17]1=[O:18])[CH:19]([C:22](=[O:23])[O:24][C:25]([CH3:26])([CH3:27])[CH3:28])[CH2:20][CH2:21]2.[Cl:29][CH2:30][Cl:31].[F:32][C:33]([F:34])([F:35])[C:36]([OH:37])=[O:38].[OH2:39]>>[CH2:1]([c:2]1[cH:3][cH:4][cH:5][cH:6][cH:7]1)[O:8][C:9](=[O:10])[NH:11][c:12]1[cH:13][n:14][c:15]2[n:16]([c:17]1=[O:18])[CH:19]([C:22](=[O:23])[OH:24])[CH2:20][CH2:21]2. Starting materials: ClC1=C(C=CC(=C1)OC(C)CC)O (2-chloro-4-sec-butoxyphenol), C(C)C1=CC=C(CO)C=C1 (p-ethylbenzyl alcohol), C1(=CC=CC=C1)P(C1=CC=CC=C1)C1=CC=CC=C1 (triphenylphosphine). Run in O1CCCC1 (tetrahydrofuran). Run at time 48 hour. Product: C(C)(CC)OC1=CC(=C(C=C1)OCC1=CC=C(C=C1)CC)Cl (1-sec-butoxy-3-chloro-4-(4-ethylbenzyloxy)-benzene). The yield is 60.7%. RXN SMILES: [Cl:1][C:2]1[CH:7]=[C:6]([O:8][CH:9]([CH2:11][CH3:12])[CH3:10])[CH:5]=[CH:4][C:3]=1[OH:13].[CH2:14]([C:16]1[CH:23]=[CH:22][C:19]([CH2:20]O)=[CH:18][CH:17]=1)[CH3:15].C1(P(C2C=CC=CC=2)C2C=CC=CC=2)C=CC=CC=1>O1CCCC1>[CH:9]([O:8][C:6]1[CH:5]=[CH:4][C:3]([O:13][CH2:20][C:19]2[CH:22]=[CH:23][C:16]([CH2:14][CH3:15])=[CH:17][CH:18]=2)=[C:2]([Cl:1])[CH:7]=1)([CH2:11][CH3:12])[CH3:10]. Reported procedure: A mixture of 0.74 g of 2-chloro-4-sec-butoxyphenol, 0.50 g of p-ethylbenzyl alcohol, 1.00 g of triphenylphosphine, 0.65 g of diethylazadicarboxylate and 100 mg of tetrahydrofuran was stirred at room temperatur for 48 hours. The reaction mixture was concentrated, and 50 ml of diethyl ether was added thereto. The precipitates were removed by filtration, and the filtrate was concentrated. The residue was subjected to silica gel chromatography to give 0.71 g of 1-sec-butoxy-3-chloro-4-(4-ethylbenzyl... The reactants are [Li]CCCC, Cn1ncc2c1CC(C)(C)CC2=O, CCCCCC, CC(C)=O, CCOC=O, CC(C)NC(C)C, ClCCl, C1CCOC1, O. Yields the product Cn1ncc2c1CC(C)(C)C(C=O)C2=O. As a reaction SMILES: [CH2:1]([Li:2])[CH2:3][CH2:4][CH3:5].[CH3:13][n:14]1[n:15][cH:16][c:17]2[c:22]1[CH2:21][C:20]([CH3:23])([CH3:24])[CH2:19][C:18]2=[O:25].[CH3:31][CH2:32][CH2:33][CH2:34][CH2:35][CH3:36].[CH3:45][C:46](=[O:47])[CH3:48].[CH:26](=[O:27])[O:28][CH2:29][CH3:30].[CH:6]([NH:7][CH:8]([CH3:9])[CH3:10])([CH3:11])[CH3:12].[Cl:42][CH2:43][Cl:44].[O:37]1[CH2:38][CH2:39][CH2:40][CH2:41]1.[OH2:49]>>[CH3:13][n:14]1[n:15][cH:16][c:17]2[c:22]1[CH2:21][C:20]([CH3:23])([CH3:24])[CH:19]([CH:26]=[O:27])[C:18]2=[O:25]. Starting materials: S(O)(O)(=O)=O (sulfuric acid), S(O)(O)(=O)=O (sulfuric acid), S(=O)(=O)(O)OC (methanol sulfate), S(O)(O)(=O)=O (sulfuric acid), CC(=O)C1=CC=C(C=C1)Br (4-bromoacetophenone), C(=O)OC (methyl formate), C[O-].[Na+] (sodium methoxide), [OH-].[Na+] (sodium hydroxide). The solvent is CO (methanol), O1CCCC1 (tetrahydrofuran), O1CCCC1 (tetrahydrofuran), O (water), C(C)(=O)OCC (ethyl acetate). Run at time 3 hour. The product is BrC1=CC=C(C=C1)C(CC(OC)OC)=O (1-(4-bromophenyl)-3,3-dimethoxy propan-1-one). Reaction SMILES: [CH3:1][C:2]([C:4]1[CH:9]=[CH:8][C:7]([Br:10])=[CH:6][CH:5]=1)=[O:3].[CH:11]([O:13][CH3:14])=[O:12].C[O-].[Na+].S(O[CH3:23])(O)(=O)=O.S(=O)(=O)(O)O.[OH-].[Na+]>O.C(OCC)(=O)C.CO.O1CCCC1>[Br:10][C:7]1[CH:8]=[CH:9][C:4]([C:2](=[O:3])[CH2:1][CH:11]([O:12][CH3:23])[O:13][CH3:14])=[CH:5][CH:6]=1 |f:2.3,6.7|. Procedure: A tetrahydrofuran (206 mL) solution of 4-bromoacetophenone (61.4 g) and methyl formate (27.8 g) was added dropwise to a tetrahydrofuran (125 mL) suspension of sodium methoxide (25 g) under ice cooling, and the mixture was stirred at room temperature for 3 hours. The reaction mixture was added dropwise to a methanol sulfate solution (prepared by adding sulfuric acid (45.4 g) dropwise to methanol (150 mL) under ice cooling) at room temperature, and the mixture was stirred for 2 days. The reaction ...